This data is from the Open Reaction Database (ORD), a public repository of structured organic reaction records. The task is: describe an organic reaction: reactants, conditions, products, and yield The reactants are CCO, O=Cc1cn(C(c2ccccc2)(c2ccccc2)c2ccccc2)c(F)n1, Cl, NO, c1ccncc1. Product: ON=Cc1cn(C(c2ccccc2)(c2ccccc2)c2ccccc2)c(F)n1. RXN SMILES: [CH3:37][CH2:38][OH:39].[CH:1](=[O:2])[c:3]1[n:4][c:5]([F:27])[n:6]([C:8]([c:9]2[cH:10][cH:11][cH:12][cH:13][cH:14]2)([c:15]2[cH:16][cH:17][cH:18][cH:19][cH:20]2)[c:21]2[cH:22][cH:23][cH:24][cH:25][cH:26]2)[cH:7]1.[ClH:28].[NH2:29][OH:30].[cH:31]1[cH:32][cH:33][n:34][cH:35][cH:36]1>>[CH:1]([c:3]1[n:4][c:5]([F:27])[n:6]([C:8]([c:9]2[cH:10][cH:11][cH:12][cH:13][cH:14]2)([c:15]2[cH:16][cH:17][cH:18][cH:19][cH:20]2)[c:21]2[cH:22][cH:23][cH:24][cH:25][cH:26]2)[cH:7]1)=[N:29][OH:30]. Solvent: CC#N (MeCN), C(Cl)Cl (DCM). Starting materials: CC1=C(C(=CC=C1)C)C(=O)N1CC2CNCC2C1 ((2,6-dimethyl-phenyl)-(hexahydro-pyrrolo[3,4-c]pyrrol-2-yl)-methanone), FC1=CC=C(C=C1)N(S(=O)(=O)C1=CC=CC=C1)CCCI (N-(4-fluoro-phenyl)-N-(3-iodo-propyl)-benzenesulfonamide), C(=O)([O-])[O-].[K+].[K+] (K2CO3). Reported procedure: To a solution of 66 (0.012 g, 0.05 mmol) in MeCN (1 mL) at RT were added N-(4-fluoro-phenyl)-N-(3-iodo-propyl)-benzenesulfonamide (102, 0.025 g, 0.06 mmol) and K2CO3 (0.01 g, 0.075 mmol). The reaction mixture was shaken at 80° C. for 48 h. After cooling to RT, the mixture was diluted with DCM (5 mL), filtered and evaporated in vacuo. The crude product was purified by reverse phase HPLC to afford II-2: MS (ES+) m/z=536 (M+H)+. Product: CC1=C(C(=O)N2CC3C(C2)CN(C3)CCCN(S(=O)(=O)C3=CC=CC=C3)C3=CC=C(C=C3)F)C(=CC=C1)C (N-{3-[5-(2,6-Dimethyl-benzoyl)-hexahydro-pyrrolo[3,4-c]pyrrol-2-yl]-propyl}-N-(4-fluoro-phenyl)-benzenesulfonamide). RXN SMILES: [CH3:1][C:2]1[CH:7]=[CH:6][CH:5]=[C:4]([CH3:8])[C:3]=1[C:9]([N:11]1[CH2:18][CH:17]2[CH:13]([CH2:14][NH:15][CH2:16]2)[CH2:12]1)=[O:10].[F:19][C:20]1[CH:25]=[CH:24][C:23]([N:26]([CH2:36][CH2:37][CH2:38]I)[S:27]([C:30]2[CH:35]=[CH:34][CH:33]=[CH:32][CH:31]=2)(=[O:29])=[O:28])=[CH:22][CH:21]=1.C([O-])([O-])=O.[K+].[K+]>CC#N.C(Cl)Cl>[CH3:8][C:4]1[CH:5]=[CH:6][CH:7]=[C:2]([CH3:1])[C:3]=1[C:9]([N:11]1[CH2:18][CH:17]2[CH2:16][N:15]([CH2:38][CH2:37][CH2:36][N:26]([C:23]3[CH:22]=[CH:21][C:20]([F:19])=[CH:25][CH:24]=3)[S:27]([C:30]3[CH:35]=[CH:34][CH:33]=[CH:32][CH:31]=3)(=[O:29])=[O:28])[CH2:14][CH:13]2[CH2:12]1)=[O:10] |f:2.3.4|. Run at temperature 80 celsius, time 48 hour. Procedure: To a solution of 0.1 mol of o-cresol propionate in 150 cc of CCl4 are added, with ultraviolet irradiation, in small fractions, and in proportion with the decoloration, 0.22 mol of bromine in 30 cc of CCl4, the solvent is removed and the residue is distilled under reduced pressure. The 1-propionoxy-2-bromomethylbenzene is obtained: Isolated yield 65.0%. Yields the product C(CC)(=O)OC1=C(C=CC=C1)CBr (1-propionoxy-2-bromomethylbenzene). Solvent: C(Cl)(Cl)(Cl)Cl (CCl4), C(Cl)(Cl)(Cl)Cl (CCl4). Reactants: C(CC)(=O)OC1=CC=CC=C1C (o-cresol propionate), BrBr (bromine). As a reaction SMILES: [C:1]([O:5][C:6]1[C:11]([CH3:12])=[CH:10][CH:9]=[CH:8][CH:7]=1)(=[O:4])[CH2:2][CH3:3].[Br:13]Br>C(Cl)(Cl)(Cl)Cl>[C:1]([O:5][C:6]1[CH:7]=[CH:8][CH:9]=[CH:10][C:11]=1[CH2:12][Br:13])(=[O:4])[CH2:2][CH3:3]. Reactants: CNC1=C(C=C(C(=O)OC)C=C1)[N+](=O)[O-] (methyl 4-methylamino-3-nitrobenzoate), [H][H] (hydrogen). The reagents and catalysts are [OH-].[Pd+2].[OH-] (Palladium hydroxide). The solvent is O1CCOCC1 (1,4-dioxane). Product: NC=1C=C(C(=O)OC)C=CC1NC (methyl 3-amino-4-methylaminobenzoate). Isolated yield 61.1%. As a reaction SMILES: [CH3:1][NH:2][C:3]1[CH:12]=[CH:11][C:6]([C:7]([O:9][CH3:10])=[O:8])=[CH:5][C:4]=1[N+:13]([O-])=O.[H][H]>O1CCOCC1.[OH-].[Pd+2].[OH-]>[NH2:13][C:4]1[CH:5]=[C:6]([CH:11]=[CH:12][C:3]=1[NH:2][CH3:1])[C:7]([O:9][CH3:10])=[O:8] |f:3.4.5|. Reported procedure: The methyl 4-methylamino-3-nitrobenzoate (6.3 g) obtained above was suspended in 1,4-dioxane (125 ml). 20% Palladium hydroxide (6.3 g) was added thereto, and the mixture was stirred for 91 hours at room temperature in a hydrogen atmosphere. Insoluble matter was removed by filtration, and the filtrate was concentrated under reduced pressure. The residue was purified by column chromatography (eluting solvent; ethyl acetate:n-hexane 1:4→2:3) to give methyl 3-amino-4-methylaminobenzoate (3.3 g, Y.:6... Reactants: CN(C)c1ccccn1, O=C(O)c1cc2ccccc2n1Cc1ccc(Cl)c(Cl)c1, ClCCl, Cl, NS(=O)(=O)c1ccccc1. Yields the product O=C(NS(=O)(=O)c1ccccc1)c1cc2ccccc2n1Cc1ccc(Cl)c(Cl)c1. Reaction SMILES: [CH3:32][N:33]([c:34]1[cH:35][cH:36][cH:37][cH:38][n:39]1)[CH3:40].[Cl:1][c:2]1[cH:3][c:4]([CH2:5][n:6]2[c:7]([C:15](=[O:16])[OH:17])[cH:8][c:9]3[cH:10][cH:11][cH:12][cH:13][c:14]23)[cH:18][cH:19][c:20]1[Cl:21].[Cl:42][CH2:43][Cl:44].[ClH:41].[c:22]1([S:28](=[O:29])(=[O:30])[NH2:31])[cH:23][cH:24][cH:25][cH:26][cH:27]1>>[Cl:1][c:2]1[cH:3][c:4]([CH2:5][n:6]2[c:7]([C:15](=[O:17])[NH:31][S:28]([c:22]3[cH:23][cH:24][cH:25][cH:26][cH:27]3)(=[O:29])=[O:30])[cH:8][c:9]3[cH:10][cH:11][cH:12][cH:13][c:14]23)[cH:18][cH:19][c:20]1[Cl:21]. Starting materials: FC(C(=O)OC1=CC=C(C=C1)[N+](=O)[O-])(F)F (p-nitrophenyl trifluoroacetate), OC=1N=NC=CC1C(=O)O (3-Hydroxypyridazine-4-carboxylic acid), resultant mixture. The solvent is N1=CC=CC=C1 (pyridine). Product: OC=1N=NC=CC1C(=O)OC1=CC=C(C=C1)[N+](=O)[O-] (p-nitrophenyl 3-hydroxypyridazine-4-carboxylate). Isolated yield 84.7%. RXN SMILES: [OH:1][C:2]1[N:3]=[N:4][CH:5]=[CH:6][C:7]=1[C:8]([OH:10])=[O:9].FC(F)(F)C(O[C:16]1[CH:21]=[CH:20][C:19]([N+:22]([O-:24])=[O:23])=[CH:18][CH:17]=1)=O>N1C=CC=CC=1>[OH:1][C:2]1[N:3]=[N:4][CH:5]=[CH:6][C:7]=1[C:8]([O:10][C:16]1[CH:21]=[CH:20][C:19]([N+:22]([O-:24])=[O:23])=[CH:18][CH:17]=1)=[O:9]. Reported procedure: 3-Hydroxypyridazine-4-carboxylic acid (1.40 g) was dissolved in pyridine (20 ml) at 40°C, and p-nitrophenyl trifluoroacetate (2.82 g) was dropwise added thereto. The resultant mixture was stirred at 40° to 50°C for 1 hour and concentrated under reduced pressure to dryness. The residue was washed with chloroform and acetone in order and dried to give the objective compound (2.21 g). M.P. 233°C (decomp.). Starting materials: C(C)(C)(C)OC(=O)N[C@H](C(=O)N[C@H](C(=O)O)CC1=CC(=C(C=C1)OCC(=O)OC)C(=O)OC)CC1=CC=CC=C1 ((2S)-2-({(2S)-2-[(tert-butoxycarbonyl)amino]-3-phenylpropanoyl}amino)-3-[3-(methoxycarbonyl)-4-(2-methoxy-2-oxoethoxy)phenyl]propanoic acid), C(CNC(=O)C1=CC=CC=C1)(=O)NN (hippuric acid hydrazide). Product: C(C1=CC=CC=C1)(=O)NCC(=O)NNC([C@H](CC=1C=CC(=C(C(=O)O)C1)OCC(=O)O)NC([C@H](CC1=CC=CC=C1)NC(=O)OC(C)(C)C)=O)=O (5-[(2S)-3-{2-[2-(Benzoylamino)acetyl]hydrazino}-2-({(2S)-2-[(tert-butoxycarbonyl)amino]-3-phenylpropanoyl}amino)-3-oxopropyl]-2-(carboxymethoxy)benzoic Acid). Isolated yield 18.9%. RXN SMILES: [C:1]([O:5][C:6]([NH:8][C@@H:9]([CH2:34][C:35]1[CH:40]=[CH:39][CH:38]=[CH:37][CH:36]=1)[C:10]([NH:12][C@@H:13]([CH2:17][C:18]1[CH:23]=[CH:22][C:21]([O:24][CH2:25][C:26]([O:28]C)=[O:27])=[C:20]([C:30]([O:32]C)=[O:31])[CH:19]=1)[C:14](O)=[O:15])=[O:11])=[O:7])([CH3:4])([CH3:3])[CH3:2].[C:41]([NH:53][NH2:54])(=[O:52])[CH2:42][NH:43][C:44]([C:46]1[CH:51]=[CH:50][CH:49]=[CH:48][CH:47]=1)=[O:45]>>[C:44]([NH:43][CH2:42][C:41]([NH:53][NH:54][C:14](=[O:15])[C@@H:13]([NH:12][C:10](=[O:11])[C@@H:9]([NH:8][C:6]([O:5][C:1]([CH3:2])([CH3:3])[CH3:4])=[O:7])[CH2:34][C:35]1[CH:36]=[CH:37][CH:38]=[CH:39][CH:40]=1)[CH2:17][C:18]1[CH:23]=[CH:22][C:21]([O:24][CH2:25][C:26]([OH:28])=[O:27])=[C:20]([CH:19]=1)[C:30]([OH:32])=[O:31])=[O:52])(=[O:45])[C:46]1[CH:51]=[CH:50][CH:49]=[CH:48][CH:47]=1. Reported procedure: Synthesis was performed from (2S)-2-({(2S)-2-[(tert-butoxycarbonyl)amino]-3-phenylpropanoyl}amino)-3-[3-(methoxycarbonyl)-4-(2-methoxy-2-oxoethoxy)phenyl]propanoic acid (100 mg, 0.18 mmol) and hippuric acid hydrazide (42 mg, 0.22 mmol) according to Method C with HPLC purification to give the title compound (24 mg). IR (KBr) 3274, 1652, 1616 cm−1; HRMS m/z 705.2640 (calc. of monoisotopic mass for C35H39N5O11 gives 705.2646). Run in C(C)N(CC)CC (triethylamine), C1(=CC=CC=C1)C (toluene), C(Cl)Cl (methylene chloride). The reactants are COC=1C=C2C(=CC=NC2=CC1OC)OC1=C(C(=C(N)C=C1)C)C (4-[(6,7-Dimethoxy-4-quinolyl)oxy]-2,3-dimethylaniline), ClC(Cl)(OC(OC(Cl)(Cl)Cl)=O)Cl (triphosgene), C([O-])(O)=O.[Na+] (sodium bicarbonate), O1CCC(CC1)O (tetrahydro-2H-4-pyranol). As a reaction SMILES: [CH3:1][O:2][C:3]1[CH:4]=[C:5]2[C:10](=[CH:11][C:12]=1[O:13][CH3:14])[N:9]=[CH:8][CH:7]=[C:6]2[O:15][C:16]1[CH:22]=[CH:21][C:19]([NH2:20])=[C:18]([CH3:23])[C:17]=1[CH3:24].ClC(Cl)(O[C:29](=[O:35])[O:30][C:31](Cl)(Cl)Cl)Cl.[O:37]1[CH2:42][CH2:41]C(O)[CH2:39][CH2:38]1.C(=O)(O)[O-].[Na+]>C(Cl)Cl.C(N(CC)CC)C.C1(C)C=CC=CC=1>[CH3:1][O:2][C:3]1[CH:4]=[C:5]2[C:10](=[CH:11][C:12]=1[O:13][CH3:14])[N:9]=[CH:8][CH:7]=[C:6]2[O:15][C:16]1[CH:22]=[CH:21][C:19]([NH:20][C:29](=[O:35])[O:30][CH:31]2[CH2:41][CH2:42][O:37][CH2:38][CH2:39]2)=[C:18]([CH3:23])[C:17]=1[CH3:24] |f:3.4|. Procedure: 4-[(6,7-Dimethoxy-4-quinolyl)oxy]-2,3-dimethylaniline (50 mg) was added to toluene (5 ml) and triethylamine (0.5 ml), and the mixture was heated under reflux to prepare a solution. A solution of triphosgene (68 mg) in methylene chloride was then added thereto, and the mixture was heated under reflux for 10 min. Next, tetrahydro-2H-4-pyranol (24 mg) was added thereto, and the mixture was further stirred with heating under reflux for 3 hr. A saturated aqueous sodium bicarbonate solution was added ... The yield is 33.0%. Yields the product COC=1C=C2C(=CC=NC2=CC1OC)OC1=C(C(=C(C=C1)NC(OC1CCOCC1)=O)C)C (Tetrahydro-2H-4-pyranyl N-{4-[(6,7-dimethoxy-4-quinolyl)oxy]-2,3-dimethylphenyl}carbamate).